From a dataset of the Open Reaction Database (ORD), a public repository of structured organic reaction records. describe an organic reaction: reactants, conditions, products, and yield Reactants: O=C(c1ccccc1C(F)(F)F)N1CCNCC1, O=C(NCCCCO)c1ccc(Cl)nn1. Product: O=C(NCCCCO)c1ccc(N2CCN(C(=O)c3ccccc3C(F)(F)F)CC2)nn1. Reaction SMILES: [N:16]1([C:22](=[O:23])[c:24]2[c:25]([C:30]([F:31])([F:32])[F:33])[cH:26][cH:27][cH:28][cH:29]2)[CH2:17][CH2:18][NH:19][CH2:20][CH2:21]1.[OH:1][CH2:2][CH2:3][CH2:4][CH2:5][NH:6][C:7](=[O:8])[c:9]1[n:10][n:11][c:12]([Cl:15])[cH:13][cH:14]1>>[OH:1][CH2:2][CH2:3][CH2:4][CH2:5][NH:6][C:7](=[O:8])[c:9]1[n:10][n:11][c:12]([N:19]2[CH2:18][CH2:17][N:16]([C:22](=[O:23])[c:24]3[c:25]([C:30]([F:31])([F:32])[F:33])[cH:26][cH:27][cH:28][cH:29]3)[CH2:21][CH2:20]2)[cH:13][cH:14]1. The reactants are [Si]([O-])([O-])([O-])[O-].[Mg+2].[Mg+2] (magnesium silicate), C=1C=CN2C1CNC1=C(C2)C=CC=C1 (10,11-dihydro-5H-pyrrolo[2,1-c][1,4]benzodiazepine), C(C)(C)N(C(C)C)CC (N,N-diisopropylethylamine), C=1(C(=CC=CC1)C(=O)NC1=CC=C(C(=O)Cl)C=C1)C1=CC=CC=C1 (4-[([1,1'-biphenyl]-2-carbonyl)amino]benzoyl chloride). The solvent is C(Cl)Cl (methylene chloride), C(Cl)Cl (methylene chloride). Conditions: time 18 hour. Product: C=1C=CN2C1CN(C1=C(C2)C=CC=C1)C(=O)C1=CC=C(C=C1)NC(=O)C=1C(=CC=CC1)C1=CC=CC=C1 (N-[4-(5H-Pyrrolo[2,1-c][1,4]benzodiazepin-10(11H)ylcarbonyl)phenyl][1,1'-biphenyl]-2-carboxamide). Yield: 59.8%. Reaction SMILES: [CH:1]1[CH:2]=[CH:3][N:4]2[CH2:10][C:9]3[CH:11]=[CH:12][CH:13]=[CH:14][C:8]=3[NH:7][CH2:6][C:5]=12.C(N(CC)C(C)C)(C)C.[C:24]1([C:42]2[CH:47]=[CH:46][CH:45]=[CH:44][CH:43]=2)[C:25]([C:30]([NH:32][C:33]2[CH:41]=[CH:40][C:36]([C:37](Cl)=[O:38])=[CH:35][CH:34]=2)=[O:31])=[CH:26][CH:27]=[CH:28][CH:29]=1.[Si]([O-])([O-])([O-])[O-].[Mg+2].[Mg+2]>C(Cl)Cl>[CH:1]1[CH:2]=[CH:3][N:4]2[CH2:10][C:9]3[CH:11]=[CH:12][CH:13]=[CH:14][C:8]=3[N:7]([C:37]([C:36]3[CH:35]=[CH:34][C:33]([NH:32][C:30]([C:25]4[C:24]([C:42]5[CH:47]=[CH:46][CH:45]=[CH:44][CH:43]=5)=[CH:29][CH:28]=[CH:27][CH:26]=4)=[O:31])=[CH:41][CH:40]=3)=[O:38])[CH2:6][C:5]=12 |f:3.4.5|. Reported procedure: To a solution of 0.65 g of 10,11-dihydro-5H-pyrrolo[2,1-c][1,4]benzodiazepine and 0.52 g of N,N-diisopropylethylamine in 25 ml of methylene chloride is added 1.34 g of 4-[([1,1'-biphenyl]-2-carbonyl)amino]benzoyl chloride followed by stirring at room temperature for 18 hours. The reaction mixture is washed with water and saturated aqueous NaHCO3 and the organic layer dried(Na2SO4). The organic layer is passed through hydrous magnesium silicate and the filtrate concentrated in vacuo to give a res... The reactants are NC1=NN2C(N=CC(=C2)Cl)=C1C(=O)NC=1C=NC=CC1N1CCC2(OCCO2)CC1 (2-amino-6-chloro-N-[4-(1,4-dioxa-8-azaspiro[4.5]decan-8-yl)-3-pyridyl]pyrazolo[1,5-a]pyrimidine-3-carboxamide), Cl (HCl), [OH-].[Na+] (sodium hydroxide). Solvent: O1CCCC1 (tetrahydrofuran), O (water). Conditions: time 8 hour. The product is NC1=NN2C(N=CC(=C2)Cl)=C1C(=O)NC=1C=NC=CC1N1CCC(CC1)=O (2-amino-6-chloro-N-(4-(4-oxopiperidin-1-yl)pyridin-3-yl)pyrazolo[1,5-a]pyrimidine-3-carboxamide). RXN SMILES: [NH2:1][C:2]1[C:11]([C:12]([NH:14][C:15]2[CH:16]=[N:17][CH:18]=[CH:19][C:20]=2[N:21]2[CH2:30][CH2:29][C:24]3(OCC[O:25]3)[CH2:23][CH2:22]2)=[O:13])=[C:5]2[N:6]=[CH:7][C:8]([Cl:10])=[CH:9][N:4]2[N:3]=1.Cl.[OH-].[Na+]>O1CCCC1.O>[NH2:1][C:2]1[C:11]([C:12]([NH:14][C:15]2[CH:16]=[N:17][CH:18]=[CH:19][C:20]=2[N:21]2[CH2:22][CH2:23][C:24](=[O:25])[CH2:29][CH2:30]2)=[O:13])=[C:5]2[N:6]=[CH:7][C:8]([Cl:10])=[CH:9][N:4]2[N:3]=1 |f:2.3|. Procedure details: To a solution of 2-amino-6-chloro-N-[4-(1,4-dioxa-8-azaspiro[4.5]decan-8-yl)-3-pyridyl]pyrazolo[1,5-a]pyrimidine-3-carboxamide (prepared according to a procedure similar to Example 1) (420 mg, 0.9771 mmol) in tetrahydrofuran (10 mL) was added HCl (4.886 mL of 2 M, 9.771 mmol). The resulting mixture was stirred at room temperature overnight. The resulting reaction mixture was diluted with water (100 mL), made basic with 2.5 N aqueous sodium hydroxide, and extracted three times with dichloromethan... The reactants are C1CCNCC1 ((piperidinomethyl)polystyrene), CO (methanol), C(C)(C)(C)OC(=O)NC1=C(C(=O)NCC(=O)NCC2CCNCC2)C=C(C(=C1)F)F (4-[[N-(2-(tert-butoxycarbonylamino)-4,5-difluorobenzoyl)glycyl]aminomethyl]piperidine), BrCC1=CC=2C(=NON2)C=C1 (5-(bromomethyl)benzo[c]furazan). The solvent is C(Cl)(Cl)Cl (chloroform), C(C)#N (acetonitrile). Run at time 1 hour. The product is NC1=C(C(=O)NCC(=O)NCC2CCN(CC2)C2=CC=3C(=NON3)C=C2)C=C(C(=C1)F)F (4-[[N-(2-amino-4,5-difluorobenzoyl)glycyl]aminomethyl]-1-(benzo[c]furazan-5-yl)piperidine). Reaction SMILES: C(OC([NH:8][C:9]1[CH:28]=[C:27]([F:29])[C:26]([F:30])=[CH:25][C:10]=1[C:11]([NH:13][CH2:14][C:15]([NH:17][CH2:18][CH:19]1[CH2:24][CH2:23][NH:22][CH2:21][CH2:20]1)=[O:16])=[O:12])=O)(C)(C)C.BrC[C:33]1[CH:41]=[CH:40][C:36]2=[N:37][O:38][N:39]=[C:35]2[CH:34]=1.C1CCNCC1.CO>C(Cl)(Cl)Cl.C(#N)C>[NH2:8][C:9]1[CH:28]=[C:27]([F:29])[C:26]([F:30])=[CH:25][C:10]=1[C:11]([NH:13][CH2:14][C:15]([NH:17][CH2:18][CH:19]1[CH2:20][CH2:21][N:22]([C:33]2[CH:41]=[CH:40][C:36]3=[N:37][O:38][N:39]=[C:35]3[CH:34]=2)[CH2:23][CH2:24]1)=[O:16])=[O:12]. Procedure details: A mixture of 4-[[N-(2-(tert-butoxycarbonylamino)-4,5-difluorobenzoyl)glycyl]aminomethyl]piperidine (0.050 mmol) with 5-(bromomethyl)benzo[c]furazan (0.75 mL), a (piperidinomethyl)polystyrene (2.6-2.8 mmol/g, 60 mg, 0.15 mmol), methanol (0.2 mL), acetonitrile (1.0 mL) and chloroform (0.50 mL) was stirred at 50° C. overnight, cooled to room temperature, loaded onto a Varian™ SCX column and washed with methanol (5 mL×2). The obtained crude product was eluted with a 2 M methanol solution of NH3 (5 m... Reactants: ClC1=NC=C(C(=N1)Cl)F (2,4-dichloro-5-fluoropyrimidine), C(C)(C)(C)OC(=O)N(C(C)C)C=C1CC(N)=CC=C1OC (3-(N-tert-butoxycarbonyl-N-iso-propylaminomethylene)-4-methoxy-aniline). The product is C(C)(C)(C)OC(=O)N(C(C)C)C=C1CC(=CC=C1OC)NC1=NC(=NC=C1F)Cl (N4-(3-(N-tert-Butoxycarbonyl-N-iso-propylaminomethylene)-4-methoxyphenyl)-2-chloro-5-fluoro-4-pyrimidineamine). RXN SMILES: [Cl:1][C:2]1[N:7]=[C:6](Cl)[C:5]([F:9])=[CH:4][N:3]=1.[C:10]([O:14][C:15]([N:17]([CH:21]=[C:22]1[C:28]([O:29][CH3:30])=[CH:27][CH:26]=[C:24]([NH2:25])[CH2:23]1)[CH:18]([CH3:20])[CH3:19])=[O:16])([CH3:13])([CH3:12])[CH3:11]>>[C:10]([O:14][C:15]([N:17]([CH:21]=[C:22]1[C:28]([O:29][CH3:30])=[CH:27][CH:26]=[C:24]([NH:25][C:6]2[C:5]([F:9])=[CH:4][N:3]=[C:2]([Cl:1])[N:7]=2)[CH2:23]1)[CH:18]([CH3:20])[CH3:19])=[O:16])([CH3:11])([CH3:12])[CH3:13]. Procedure: In like manner to the preparation of 2-chloro-5-fluoro-N4-(3-methyloxycarbonyl-4-methoxyphenyl)-4-pyrimidineamine, 2,4-dichloro-5-fluoropyrimidine and 3-(N-tert-butoxycarbonyl-N-iso-propylaminomethylene)-4-methoxy-aniline were reacted to produce N4-(3-(N-tert-butoxycarbonyl-N-iso-propylaminomethylene)-4-methoxyphenyl)-2-chloro-5-fluoro-4-pyrimidineamine R940320. 1H NMR (DMSO-d6): δ 10.01 (1H, s), 8.34 (1H, d, J=3.6 Hz), 7.52 (2H, m), 7.08 (1H, d, J=8.7 Hz), 4.33 (3H, m), 3.90 (3H, s), 1.50-1.30 ... Procedure details: The 300 mL autoclave was charged with 9-decenyl acetate (0.22 mol), (phenylmethoxycarbene)pentacarbonyltungsten(O) (0.001 mol), SnCl4 (0.01 mol), SiCl4 (0.02 mol) and 20 mL chlorobenzene. The autoclave was heated to 86° for 4 hours with continuous venting above 5 psig. Run in ClC1=CC=CC=C1 (chlorobenzene). The product is C(C)(=O)OCCCCCCCCC=CCCCCCCCCOC(C)=O (1,18-Diacetoxy-9-Octadecene). Reaction SMILES: [C:1]([O:4][CH2:5][CH2:6][CH2:7][CH2:8][CH2:9][CH2:10][CH2:11][CH2:12][CH:13]=[CH2:14])(=[O:3])[CH3:2].Cl[Sn](Cl)(Cl)Cl.[Si](Cl)(Cl)(Cl)Cl>ClC1C=CC=CC=1>[C:1]([O:4][CH2:5][CH2:6][CH2:7][CH2:8][CH2:9][CH2:10][CH2:11][CH2:12][CH:13]=[CH:14][CH2:12][CH2:11][CH2:10][CH2:9][CH2:8][CH2:7][CH2:6][CH2:5][O:4][C:1](=[O:3])[CH3:2])(=[O:3])[CH3:2]. Starting materials: C(C)(=O)OCCCCCCCCC=C (9-decenyl acetate), (phenylmethoxycarbene)pentacarbonyltungsten(O), Cl[Sn](Cl)(Cl)Cl (SnCl4), [Si](Cl)(Cl)(Cl)Cl (SiCl4). Starting materials: ice water, COC(=O)C=1C=C2C=C(NC2=CC1)C (5-(methoxycarbonyl)-2-methylindole), C(C1=CC=CC=C1)OC1=CC=C(C=O)C=C1 (4-benzyloxybenzaldehyde), FC(C(=O)O)(F)F (trifluoroacetic acid), C(C)[SiH](CC)CC (triethylsilane), [OH-].[Na+] (sodium hydroxide). Solvent: C(Cl)Cl (methylene chloride), C(Cl)Cl (methylene chloride). Yields the product C(C1=CC=CC=C1)OC1=CC=C(CC2=C(NC3=CC=C(C=C23)C(=O)OC)C)C=C1 (3-(4-benzyloxybenzyl)-5-(methoxycarbonyl)-2-methylindole). The yield is 44.2%. Reaction SMILES: [CH3:1][O:2][C:3]([C:5]1[CH:6]=[C:7]2[C:11](=[CH:12][CH:13]=1)[NH:10][C:9]([CH3:14])=[CH:8]2)=[O:4].[CH2:15]([O:22][C:23]1[CH:30]=[CH:29][C:26]([CH:27]=O)=[CH:25][CH:24]=1)[C:16]1[CH:21]=[CH:20][CH:19]=[CH:18][CH:17]=1.FC(F)(F)C(O)=O.C([SiH](CC)CC)C.[OH-].[Na+]>C(Cl)Cl>[CH2:15]([O:22][C:23]1[CH:24]=[CH:25][C:26]([CH2:27][C:8]2[C:7]3[C:11](=[CH:12][CH:13]=[C:5]([C:3]([O:2][CH3:1])=[O:4])[CH:6]=3)[NH:10][C:9]=2[CH3:14])=[CH:29][CH:30]=1)[C:16]1[CH:17]=[CH:18][CH:19]=[CH:20][CH:21]=1 |f:4.5|. Procedure: A methylene chloride (15 ml) solution of 5-(methoxycarbonyl)-2-methylindole (0.567 g) and 4-benzyloxybenzaldehyde (0.700 g) is dropwise added to a methylene chloride (15 ml) solution of trifluoroacetic acid (0.513 g) and triethylsilane (1.047 g) in an ice-water bath, over a period of 15 minutes. This is stirred for 30 minutes in the ice-water bath, and an aqueous solution of 2 M sodium hydroxide is added thereto to stop the reaction. The organic layer is washed with a saturated saline solution, ... The reactants are C=CCCC(=O)Cl, CCOC(=O)CCNCC(=O)OCC, ClCCl. Yields the product C=CCCC(=O)N(CCC(=O)OCC)CC(=O)OCC. As a reaction SMILES: [C:15]([CH2:16][CH2:17][CH:18]=[CH2:19])(=[O:20])[Cl:21].[CH2:1]([CH3:2])[O:3][C:4]([CH2:5][NH:6][CH2:7][CH2:8][C:9](=[O:10])[O:11][CH2:12][CH3:13])=[O:14].[Cl:22][CH2:23][Cl:24]>>[CH2:1]([CH3:2])[O:3][C:4]([CH2:5][N:6]([CH2:7][CH2:8][C:9](=[O:10])[O:11][CH2:12][CH3:13])[C:15]([CH2:16][CH2:17][CH:18]=[CH2:19])=[O:20])=[O:14]. Reactants: C1(=CC=CC=C1)C1=CC=C(C=CC(=O)O)C=C1 (4-phenylcinnamic acid), C=1C=CC(=CC1)CCCCOCCCCCCNCC(C=2C=CC(=C(C2)CO)O)O (salmeterol). Run in C(C)(=O)OCC (ethyl acetate), C(C)(=O)OCC (ethyl acetate). Run at time 16 hour. The product is C=1C=CC(=CC1)CCCCOCCCCCCNCC(C=2C=CC(=C(C2)CO)O)O.C1(=CC=CC=C1)C1=CC=C(C=CC(=O)[O-])C=C1 (Salmeterol 4-phenylcinnamate). The yield is 1226.2%. Reaction SMILES: [C:1]1([C:7]2[CH:17]=[CH:16][C:10]([CH:11]=[CH:12][C:13]([OH:15])=[O:14])=[CH:9][CH:8]=2)[CH:6]=[CH:5][CH:4]=[CH:3][CH:2]=1.[CH:18]1[CH:19]=[CH:20][C:21]([CH2:24][CH2:25][CH2:26][CH2:27][O:28][CH2:29][CH2:30][CH2:31][CH2:32][CH2:33][CH2:34][NH:35][CH2:36][CH:37]([OH:47])[C:38]2[CH:39]=[CH:40][C:41]([OH:46])=[C:42]([CH2:44][OH:45])[CH:43]=2)=[CH:22][CH:23]=1>C(OCC)(=O)C>[CH:18]1[CH:19]=[CH:20][C:21]([CH2:24][CH2:25][CH2:26][CH2:27][O:28][CH2:29][CH2:30][CH2:31][CH2:32][CH2:33][CH2:34][NH:35][CH2:36][CH:37]([OH:47])[C:38]2[CH:39]=[CH:40][C:41]([OH:46])=[C:42]([CH2:44][OH:45])[CH:43]=2)=[CH:22][CH:23]=1.[C:1]1([C:7]2[CH:8]=[CH:9][C:10]([CH:11]=[CH:12][C:13]([O-:15])=[O:14])=[CH:16][CH:17]=2)[CH:2]=[CH:3][CH:4]=[CH:5][CH:6]=1 |f:3.4|. Procedure details: 1.35 g (6 mmol) of 4-phenylcinnamic acid is dissolved by refluxing in 75 mL of ethyl acetate. To this solution is added a warm solution of 2.5 g (6 mmol) of salmeterol in 25 mL of ethyl acetate. The solution is allowed to cool and stirred for 16 hours at room temperature. The suspension is filtered, the precipitate is washed with ethyl acetate and tert-butylmethylether and dried in vacuo at 25° C.-30° C. 47 g of the title compound are obtained as a colorless solid. Melting point: 109° C. 2.2. Sa... Reactants: [Br-], O=C([O-])O, COC(=O)N1CCC(CO)CC1, [O-]Cl, ClCCl, [Na+], [Na+], [Na+], O. Product: COC(=O)N1CCC(C=O)CC1. RXN SMILES: [Br-:19].[C:13](=[O:14])([OH:15])[O-:16].[CH3:1][O:2][C:3](=[O:4])[N:5]1[CH2:6][CH2:7][CH:8]([CH2:11][OH:12])[CH2:9][CH2:10]1.[Cl:20][O-:21].[Cl:23][CH2:24][Cl:25].[Na+:17].[Na+:18].[Na+:22].[OH2:26]>>[CH3:1][O:2][C:3](=[O:4])[N:5]1[CH2:6][CH2:7][CH:8]([CH:11]=[O:12])[CH2:9][CH2:10]1.